This data is from the Open Reaction Database (ORD), a public repository of structured organic reaction records. The task is: describe an organic reaction: reactants, conditions, products, and yield Starting materials: O=C(Cl)N1CC(Oc2cccc(Br)c2)C1, O=C([O-])[O-], C#CCN, [K+], [K+], C1CCOC1, O. Yields the product C#CCNC(=O)N1CC(Oc2cccc(Br)c2)C1. RXN SMILES: [Br:1][c:2]1[cH:3][c:4]([O:5][CH:6]2[CH2:7][N:8]([C:10](=[O:11])[Cl:12])[CH2:9]2)[cH:13][cH:14][cH:15]1.[C:16](=[O:17])([O-:18])[O-:19].[CH2:22]([C:23]#[CH:24])[NH2:25].[K+:20].[K+:21].[O:27]1[CH2:28][CH2:29][CH2:30][CH2:31]1.[OH2:26]>>[Br:1][c:2]1[cH:3][c:4]([O:5][CH:6]2[CH2:7][N:8]([C:10](=[O:11])[NH:25][CH2:22][C:23]#[CH:24])[CH2:9]2)[cH:13][cH:14][cH:15]1. Reactants: CC(=O)c1ccc2cc(C)ccc2c1, CC(=O)[O-], CC(=O)[O-], CC(=O)O, [Mn+2], O, O. Yields the product Cc1ccc2cc(C(=O)O)ccc2c1. Reaction SMILES: [C:1]([CH3:2])(=[O:3])[c:4]1[cH:5][c:6]2[cH:7][cH:8][c:9]([CH3:14])[cH:10][c:11]2[cH:12][cH:13]1.[C:20]([O-:21])(=[O:22])[CH3:23].[C:25]([O-:26])(=[O:27])[CH3:28].[CH3:15][C:16]([OH:17])=[O:18].[Mn+2:24].[O:19].[OH2:29]>>[C:1]([OH:3])([c:4]1[cH:5][c:6]2[cH:7][cH:8][c:9]([CH3:14])[cH:10][c:11]2[cH:12][cH:13]1)=[O:17]. Reactants: ClCCl, COc1ccc(C(C)(C)N)cc1, CC12CCC(=O)C=C1CCC1C2CCC2(C)C(C(=O)Sc3ccccn3)CCC12. Yields the product COc1ccc(C(C)(C)NC(=O)C2CCC3C4CCC5=CC(=O)CCC5(C)C4CCC23C)cc1. As a reaction SMILES: [CH2:42]([Cl:43])[Cl:44].[CH3:30][O:31][c:32]1[cH:33][cH:34][c:35]([C:38]([CH3:39])([CH3:40])[NH2:41])[cH:36][cH:37]1.[O:1]=[C:2]1[CH:3]=[C:4]2[CH2:5][CH2:6][CH:7]3[CH:8]4[CH2:9][CH2:10][CH:11]([C:21]([S:22][c:23]5[cH:24][cH:25][cH:26][cH:27][n:28]5)=[O:29])[C:12]4([CH3:13])[CH2:14][CH2:15][CH:16]3[C:17]2([CH3:20])[CH2:18][CH2:19]1>>[O:1]=[C:2]1[CH:3]=[C:4]2[CH2:5][CH2:6][CH:7]3[CH:8]4[CH2:9][CH2:10][CH:11]([C:21](=[O:29])[NH:41][C:38]([c:35]5[cH:34][cH:33][c:32]([O:31][CH3:30])[cH:37][cH:36]5)([CH3:39])[CH3:40])[C:12]4([CH3:13])[CH2:14][CH2:15][CH:16]3[C:17]2([CH3:20])[CH2:18][CH2:19]1. Reactants: ClCCOC1=C(C=C(C(=O)OC)C=C1)OC (methyl 4-(2-chloroethoxy)-3-methoxybenzoate), [OH-].[Na+] (sodium hydroxide), Cl (hydrochloric acid). Run in CO (methanol). Conditions: temperature 40 celsius. Yields the product ClCCOC1=C(C=C(C(=O)O)C=C1)OC (4-(2-chloroethoxy)-3-methoxybenzoic acid). Isolated yield 96.4%. RXN SMILES: [Cl:1][CH2:2][CH2:3][O:4][C:5]1[CH:14]=[CH:13][C:8]([C:9]([O:11]C)=[O:10])=[CH:7][C:6]=1[O:15][CH3:16].[OH-].[Na+].Cl>CO>[Cl:1][CH2:2][CH2:3][O:4][C:5]1[CH:14]=[CH:13][C:8]([C:9]([OH:11])=[O:10])=[CH:7][C:6]=1[O:15][CH3:16] |f:1.2|. Procedure details: In a 300 mL volume glass flask equipped with a stirrer, a thermometer and a dropping funnel were placed 17.40 g (69.7 mmol) of methyl 4-(2-chloroethoxy)-3-methoxybenzoate, 69.7 mL of aqueous sodium hydroxide solution (2 mol/L), and 69.7 mL of methanol. The resulting mixture was heated to 40° C. for 4 hours in an argon gas atmosphere. After the reaction was complete, the reaction mixture was cooled to 10° C., and neutralized by 69.7 mL of hydrochloric acid (2 mol/L). The reaction mixture was then... Starting materials: CI, Cc1cc(C)c(Cc2ccc(C(C)C)cc2)c(O)c1, [H-], [Na+], CN(C)C=O, O. Yields the product COc1cc(C)cc(C)c1Cc1ccc(C(C)C)cc1. RXN SMILES: [CH3:22][I:23].[CH:3]([CH3:4])([CH3:5])[c:6]1[cH:7][cH:8][c:9]([CH2:10][c:11]2[c:12]([OH:19])[cH:13][c:14]([CH3:18])[cH:15][c:16]2[CH3:17])[cH:20][cH:21]1.[H-:1].[Na+:2].[O:25]=[CH:26][N:27]([CH3:28])[CH3:29].[OH2:24]>>[CH:3]([CH3:4])([CH3:5])[c:6]1[cH:7][cH:8][c:9]([CH2:10][c:11]2[c:12]([O:19][CH3:22])[cH:13][c:14]([CH3:18])[cH:15][c:16]2[CH3:17])[cH:20][cH:21]1.